From a dataset of the Open Reaction Database (ORD), a public repository of structured organic reaction records. describe an organic reaction: reactants, conditions, products, and yield Reactants: Cl (HCl), C[C@@H]1[C@H](C[C@@H]([C@H](O1)O[C@H]2[C@@H]([C@H]([C@H]([C@@H]([C@@H]2O)O)O)O)O)N)NC(=N)C(=O)O (kasugamycin), Cl (hydrochloric acid). Product: C[C@@H]1[C@H](C[C@@H]([C@H](O1)OC2[C@@H]([C@H](C([C@@H]([C@@H]2O)O)O)O)O)N)N=C(C(=O)O)N.Cl (kasugamycin hydrochloride). RXN SMILES: [CH3:1][C@H:2]1[O:7][C@H:6]([O:8][C@@H:9]2[C@@H:14]([OH:15])[C@@H:13]([OH:16])[C@H:12]([OH:17])[C@H:11]([OH:18])[C@H:10]2[OH:19])[C@@H:5]([NH2:20])[CH2:4][C@@H:3]1[NH:21][C:22]([C:24]([OH:26])=[O:25])=[NH:23].[ClH:27]>>[CH3:1][C@H:2]1[O:7][C@H:6]([O:8][CH:9]2[C@@H:14]([OH:15])[C@@H:13]([OH:16])[CH:12]([OH:17])[C@H:11]([OH:18])[C@H:10]2[OH:19])[C@@H:5]([NH2:20])[CH2:4][C@@H:3]1[N:21]=[C:22]([NH2:23])[C:24]([OH:26])=[O:25].[ClH:27] |f:2.3|. Procedure details: The first two process steps are directed to the hydrolysis of kasugamycin with hydrochloric acid. First, a 30% weight per volume (w/v) solution of kasugamycin hydrochloride in 5 N HCl is produced, e.g., 225 grams of kasugamycin+700 ml of 5 N HCl, and the solution is heated and stirred to yield a clear solution. Second, the solution is heated for eight hours at 90° C. using a forced air oven or the like. The solution does not need to be agitated while it is heated for the eight hours. After the e... Starting materials: NC[C@@H]1[C@H]2C[C@H]2CN1C(=O)C=1N=C(SC1C=1C=C(C=CC1)C)C (((1S,2S,5R)-2-Aminomethyl-3-aza-bicyclo[3.1.0]hex-3-yl)-(2-methyl-5-m-tolyl-thiazol-4-yl)-methanone), N1(CCOCC1)C1=C(C(=O)O)C=CC=C1 (2-Morpholin-4-yl-benzoic acid). The product is CC=1SC(=C(N1)C(=O)N1[C@@H]([C@H]2C[C@H]2C1)CNC(C1=C(C=CC=C1)N1CCOCC1)=O)C=1C=C(C=CC1)C (N-[(1S,2S,5R)-3-(2-Methyl-5-m-tolyl-thiazole-4-carbonyl)-3-aza-bicyclo[3.1.0]hex-2-ylmethyl]-2-morpholin-4-yl-benzamide). RXN SMILES: [NH2:1][CH2:2][C@H:3]1[N:8]([C:9]([C:11]2[N:12]=[C:13]([CH3:23])[S:14][C:15]=2[C:16]2[CH:17]=[C:18]([CH3:22])[CH:19]=[CH:20][CH:21]=2)=[O:10])[CH2:7][C@H:6]2[C@@H:4]1[CH2:5]2.[N:24]1([C:30]2[CH:38]=[CH:37][CH:36]=[CH:35][C:31]=2[C:32](O)=[O:33])[CH2:29][CH2:28][O:27][CH2:26][CH2:25]1>>[CH3:23][C:13]1[S:14][C:15]([C:16]2[CH:17]=[C:18]([CH3:22])[CH:19]=[CH:20][CH:21]=2)=[C:11]([C:9]([N:8]2[CH2:7][C@H:6]3[C@H:4]([CH2:5]3)[C@H:3]2[CH2:2][NH:1][C:32](=[O:33])[C:31]2[CH:35]=[CH:36][CH:37]=[CH:38][C:30]=2[N:24]2[CH2:29][CH2:28][O:27][CH2:26][CH2:25]2)=[O:10])[N:12]=1. Procedure: prepared by reaction of ((1S,2S,5R)-2-Aminomethyl-3-aza-bicyclo[3.1.0]hex-3-yl)-(2-methyl-5-m-tolyl-thiazol-4-yl)-methanone with 2-Morpholin-4-yl-benzoic acid. The yield is 87.0%. Run at temperature 22 celsius. Starting materials: C(C1=CC=CC=C1)N1CCC2=C(CC1)C=CO2 (6-Benzyl-5,6,7,8-tetrahydro-4H-furo[2,3-d]azepine), ClC(=O)OC(C)Cl (1-chloroethyl chloroformate). RXN SMILES: C([N:8]1[CH2:14][CH2:13][C:12]2[CH:15]=[CH:16][O:17][C:11]=2[CH2:10][CH2:9]1)C1C=CC=CC=1.[Cl:18]C(OC(Cl)C)=O>ClC(Cl)C.C(Cl)Cl.CO>[ClH:18].[O:17]1[C:11]2[CH2:10][CH2:9][NH:8][CH2:14][CH2:13][C:12]=2[CH:15]=[CH:16]1 |f:5.6|. Solvent: ClC(C)Cl (dichloroethane), C(Cl)Cl (CH2Cl2), CO (MeOH). Yields the product Cl.O1C=CC2=C1CCNCC2 (5,6,7,8-Tetrahydro-4H-furo[2,3-d]azepine Hydrochloride). Procedure details: A solution of the product from step f) (2.56 mg, 11.3 mmol) in anhydrous dichloroethane (56 ml) was cooled to 0° C., treated with 1-chloroethyl chloroformate (6.11 ml, 56.4 mmol) and the reaction was warmed to 22° C. for 1 hour. The reaction was diluted with CH2Cl2 (100 ml) and washed with sat. NaHCO3 (50 ml). The sat NaHCO3 was back extracted with CH2Cl2 and the combined organic layers were washed with brine (50 ml), dried (MgSO4) and concentrated providing an oily residue, which was taken up i... Reactants: C1(=CC=CC=C1)O (phenol), C(C)(C)O (isopropanol), C=CC (propylene). Run in C(C)(C)C=1C=C(C=CC1)O (meta-isopropylphenol). The product is C(C)(C)C1=C(C=CC=C1)O (isopropylphenol). Reaction SMILES: [C:1]1([OH:7])[CH:6]=[CH:5][CH:4]=[CH:3][CH:2]=1.[CH:8](O)([CH3:10])[CH3:9].C=CC>C(C1C=C(O)C=CC=1)(C)C>[CH:8]([C:2]1[CH:3]=[CH:4][CH:5]=[CH:6][C:1]=1[OH:7])([CH3:10])[CH3:9]. Procedure details: Organic compound mixtures enriched in meta-isopropylphenol are prepared by alkylating phenol with isopropanol or propylene to form mixtures of isopropylphenol isomers and by subsequently selectively cracking the para-isopropylphenol isomer from such a mixture over a ZSM-5 type cracking catalyst. Concentration of the para-isomer is thereby selectively reduced relative to the meta-isomer and the meta-isopropylphenol isomer can be further separated from the remaining mixture by fractionation proced... The reactants are 6-[, COC=1C=C2C(=CC=NC2=C(C1)NC(CCCCC)O)C ((6-methoxy-4-methyl-8-quinolinyl)amino-1-hexanol), S(=O)(Cl)Cl (thionylchloride), O (water), [OH-].[NH4+] (ammonium hydroxide). Run in ClCCl (dichloromethane), ClCCl (dichloromethane). Product: ClCCCCCCNC=1C=C(C=C2C(=CC=NC12)C)OC (N-(6-Chlorohexyl)-6-methoxy-4-methyl-8-quinolinamine). The yield is 96.0%. Reaction SMILES: [CH3:1][O:2][C:3]1[CH:4]=[C:5]2[C:10](=[C:11]([NH:13][CH:14](O)[CH2:15][CH2:16][CH2:17][CH2:18][CH3:19])[CH:12]=1)[N:9]=[CH:8][CH:7]=[C:6]2[CH3:21].S(Cl)([Cl:24])=O.O.[OH-].[NH4+]>ClCCl>[Cl:24][CH2:19][CH2:18][CH2:17][CH2:16][CH2:15][CH2:14][NH:13][C:11]1[CH:12]=[C:3]([O:2][CH3:1])[CH:4]=[C:5]2[C:10]=1[N:9]=[CH:8][CH:7]=[C:6]2[CH3:21] |f:3.4|. Procedure details: To a stirred solution of 7.8 g (0.027 mole) of 6-[(6-methoxy-4-methyl-8-quinolinyl)amino-1-hexanol in 90 ml of dichloromethane at 5° was added dropwise a solution of 1.9 ml (0.03 mole) of thionylchloride in 25 ml of dichloromethane. The mixture was allowed to warm to room temperature overnight, poured into iced water, and made basic with concentrated ammonium hydroxide. The resulting emulsion was filtered and the layers then separated. The organic portion was washed, dried, and concentrated to a... Run in CN(C=O)C (N,N-dimethylformamide). The reactants are [H-].[Na+] (sodium hydride), [Cl-].[NH4+] (ammonium chloride), FC(C1=CC(=NC=C1)C=1NOC(N1)=O)(F)F (3-(4-trifluoromethylpyridin-2-yl)-1,2,4-oxadiazol-5-one), C1(CC1)C(=O)Cl (cyclopropanecarbonyl chloride). The product is C1(CC1)C(=O)N1C(=NOC1=O)C1=NC=CC(=C1)C(F)(F)F (4-cyclopropanecarbonyl-3-(4-trifluoromethylpyridin-2-yl)-1,2,4-oxadiazol-5-one). Run at time 10 minute. Reported procedure: Into 2 ml of N,N-dimethylformamide was suspended 0.04 g of sodium hydride (60% oily), and 0.2 g of 3-(4-trifluoromethylpyridin-2-yl)-1,2,4-oxadiazol-5-one was added at 0° C. After stirring for 10 minutes, 0.12 g of cyclopropanecarbonyl chloride was added, and the mixture was stirred at 50° C. for 4 hours. Thereafter, the reaction solution was poured into an aqueous saturated ammonium chloride solution, followed by extraction with ethyl acetate three times. The organic layers were combined, washe... The yield is 30.9%. Reaction SMILES: [H-].[Na+].[F:3][C:4]([F:18])([F:17])[C:5]1[CH:10]=[CH:9][N:8]=[C:7]([C:11]2[NH:12][O:13][C:14](=[O:16])[N:15]=2)[CH:6]=1.[CH:19]1([C:22](Cl)=[O:23])[CH2:21][CH2:20]1.[Cl-].[NH4+]>CN(C)C=O>[CH:19]1([C:22]([N:15]2[C:14](=[O:16])[O:13][N:12]=[C:11]2[C:7]2[CH:6]=[C:5]([C:4]([F:3])([F:17])[F:18])[CH:10]=[CH:9][N:8]=2)=[O:23])[CH2:21][CH2:20]1 |f:0.1,4.5|.